This data is from the Open Reaction Database (ORD), a public repository of structured organic reaction records. The task is: describe an organic reaction: reactants, conditions, products, and yield Starting materials: CC1=C(C=C(N)C=C1)C=1C=NC=NC1 (4-methyl-3-(pyrimidin-5-yl)aniline), N1=CC=CC=C1 (pyridine), C1(=CC=CC=2C3=CC=CC=C3CC12)C(=O)Cl (fluorene-1-carbonyl chloride). Solvent: ClCCl (dichloromethane), ClCCl (dichloromethane), ClCCl (dichloromethane). Conditions: time 2 hour. Yields the product CC1=C(C=C(C=C1)NC(=O)C1=CC=CC=2C3=CC=CC=C3CC12)C=1C=NC=NC1 (N-(4-methyl-3-(pyrimidin-5-yl)-phenyl)-9H-fluorene-1-carboxamide). The yield is 73.9%. RXN SMILES: [CH3:1][C:2]1[CH:8]=[CH:7][C:5]([NH2:6])=[CH:4][C:3]=1[C:9]1[CH:10]=[N:11][CH:12]=[N:13][CH:14]=1.N1C=CC=CC=1.[C:21]1([C:34](Cl)=[O:35])[C:33]2[CH2:32][C:31]3[C:26](=[CH:27][CH:28]=[CH:29][CH:30]=3)[C:25]=2[CH:24]=[CH:23][CH:22]=1>ClCCl>[CH3:1][C:2]1[CH:8]=[CH:7][C:5]([NH:6][C:34]([C:21]2[C:33]3[CH2:32][C:31]4[C:26](=[CH:27][CH:28]=[CH:29][CH:30]=4)[C:25]=3[CH:24]=[CH:23][CH:22]=2)=[O:35])=[CH:4][C:3]=1[C:9]1[CH:14]=[N:13][CH:12]=[N:11][CH:10]=1. Reported procedure: To a suspension of 4-methyl-3-(pyrimidin-5-yl)aniline (0.111 g) and pyridine (0.15 ml) in dichloromethane (2 ml) was dropwise added a solution of the fluorene-1-carbonyl chloride (0.137 g) in dichloromethane (2 ml) followed by stirring for 2 hours. The mixture was diluted with dichloromethane and washed with an aqueous solution of sodium hydrogen carbonate and brine. The separated organic layer was dried over sodium sulfate and evaporated under reduced pressure. The residue was triturated with m... The reactants are CC(C)(C)OC(=O)N1CCC(Nc2ccc(N)cn2)C1, COC(=O)C1CCC(Nc2ccc(N)cn2)C1, COC(=O)C1CCC(Nc2ccc([N+](=O)[O-])cn2)C1. The product is CCOC(=O)C1CCC(Nc2ccc(N)cn2)C1. Reaction SMILES: [C:1]([O:2][C:3]([N:4]1[CH2:5][CH2:6][CH:7]([NH:8][c:9]2[cH:10][cH:11][c:12]([NH2:13])[cH:14][n:15]2)[CH2:16]1)=[O:17])([CH3:18])([CH3:19])[CH3:20].[CH3:21][O:22][C:23](=[O:24])[CH:25]1[CH2:26][CH:27]([NH:30][c:31]2[n:32][cH:33][c:34]([NH2:37])[cH:35][cH:36]2)[CH2:28][CH2:29]1.[CH3:38][O:39][C:40]([CH:41]1[CH2:42][CH2:43][CH:44]([NH:45][c:46]2[cH:47][cH:48][c:49]([N+:50]([O-:51])=[O:52])[cH:53][n:54]2)[CH2:55]1)=[O:56]>>[CH3:1][CH2:21][O:22][C:23](=[O:24])[CH:25]1[CH2:26][CH:27]([NH:30][c:31]2[n:32][cH:33][c:34]([NH2:37])[cH:35][cH:36]2)[CH2:28][CH2:29]1. Starting materials: C(CCCC)C1=CC=C(C=C1)O (p-n-pentylphenol), CC(CC1=CC=C(C=C1)C1=CC=C(C=C1)C(=O)O)CC (4-(2-Methyl-butyl)-4'-biphenylcarboxylic acid), raw material. The product is C(CCCC)C1CCC(CC1)O (4-n-pentylcyclohexanol). RXN SMILES: CC(CC)CC1C=CC(C2C=CC(C(O)=O)=CC=2)=CC=1.[CH2:21]([C:26]1[CH:31]=[CH:30][C:29]([OH:32])=[CH:28][CH:27]=1)[CH2:22][CH2:23][CH2:24][CH3:25]>>[CH2:21]([CH:26]1[CH2:27][CH2:28][CH:29]([OH:32])[CH2:30][CH2:31]1)[CH2:22][CH2:23][CH2:24][CH3:25]. Procedure: 4-(2-Methyl-butyl)-4'-biphenylcarboxylic acid in racemic form as a raw material was prepared according to a method described in the above Japanese patent No. 908,101 (Japanese patent publication No. Sho 52-41,256/1977). This product had a melting point of 223° C. and when melted, formed a smectic liquid crystal. Further 4-n-pentylcyclohexanol was synthesized by the catalytic hydrogenation of p-n-pentylphenol, and a mixture of 65% of trans-form substance with 35% of cis-form substance obtained by... Reactants: S(=O)(Cl)Cl (thionyl chloride), C(CN)N (ethylene diamine), C12(CC3CC(CC(C1)C3)C2)C=2C=C(C=CC2OC)C=2C=C3C=CC(=CC3=CC2)C(=O)O (6-[3-(1-adamantyl)-4-methoxyphenyl]-2-naphthalenecarboxylic acid), Cl (HCl), S(=O)(Cl)Cl (thionyl chloride). The solvent is CN(C)C=O (DMF), CN(C)C=O (DMF), C(Cl)Cl (methylene chloride), C1(=CC=CC=C1)C (toluene). Run at temperature 100 celsius, time 30 minute. Yields the product NCCNC(=O)C1=CC2=CC=C(C=C2C=C1)C1=CC(=C(C=C1)OC)C12CC3CC(CC(C1)C3)C2 (N-(2-aminoethyl)-{6-[3-(1-adamantyl)-4-methoxyphenyl]-2-naphthalenecarboxamide}). RXN SMILES: [C:1]12([C:11]3[CH:12]=[C:13]([C:19]4[CH:20]=[C:21]5[C:26](=[CH:27][CH:28]=4)[CH:25]=[C:24]([C:29](O)=[O:30])[CH:23]=[CH:22]5)[CH:14]=[CH:15][C:16]=3[O:17][CH3:18])[CH2:10][CH:5]3[CH2:6][CH:7]([CH2:9][CH:3]([CH2:4]3)[CH2:2]1)[CH2:8]2.S(Cl)(Cl)=O.[CH2:36]([NH2:39])[CH2:37][NH2:38].Cl>C1(C)C=CC=CC=1.C(Cl)Cl.CN(C=O)C>[NH2:38][CH2:37][CH2:36][NH:39][C:29]([C:24]1[CH:23]=[CH:22][C:21]2[C:26](=[CH:27][CH:28]=[C:19]([C:13]3[CH:14]=[CH:15][C:16]([O:17][CH3:18])=[C:11]([C:1]45[CH2:10][CH:5]6[CH2:4][CH:3]([CH2:9][CH:7]([CH2:6]6)[CH2:8]4)[CH2:2]5)[CH:12]=3)[CH:20]=2)[CH:25]=1)=[O:30]. Procedure: To a suspension of 6-[3-(1-adamantyl)-4-methoxyphenyl]-2-naphthalenecarboxylic acid (3 g, 7.27 mmoles) in dry toluene (20 mL) was added thionyl chloride (0.6 mL, 8.22 mmoles) and DMF (0.04 mL) under argon. The reaction mixture was heated to 100° C. for ten minutes and another 0.04 mL of DMF was added. After 30 minutes, more thionyl chloride (0.1 mL, 1.37 mmoles) was added and the reaction mixture was heated to 110° C. for 60 minutes. The solvent and excess thionyl chloride were removed in vacua....